From a dataset of the Open Reaction Database (ORD), a public repository of structured organic reaction records. describe an organic reaction: reactants, conditions, products, and yield The reactants are BrC=1N=C(C(N(C1)C)=O)NC=1C=NC(=CC1)N1CCNCC1 (5-Bromo-1-methyl-3-(6-(piperazin-1-yl)pyridin-3-ylamino)-pyrazin-2(1H)-one), O1CC(C1)=O (oxetan-3-one), [BH3-]C#N.[Na+] (NaBH3CN). The reagents and catalysts are [Cl-].[Zn+2].[Cl-].C(C)OCC (zinc chloride diethyl ether). Solvent: CO (methanol). Run at temperature 50 celsius, time 5 hour. Product: BrC=1N=C(C(N(C1)C)=O)NC=1C=NC(=CC1)N1CCN(CC1)C1COC1 (5-Bromo-1-methyl-3-(6-(4-(oxetan-3-yl)piperazin-1-yl)pyridin-3-ylamino)pyrazin-2(1H)-one). Yield: 62.2%. Reaction SMILES: [Br:1][C:2]1[N:3]=[C:4]([NH:10][C:11]2[CH:12]=[N:13][C:14]([N:17]3[CH2:22][CH2:21][NH:20][CH2:19][CH2:18]3)=[CH:15][CH:16]=2)[C:5](=[O:9])[N:6]([CH3:8])[CH:7]=1.[O:23]1[CH2:26][C:25](=O)[CH2:24]1.[BH3-]C#N.[Na+]>CO.[Cl-].[Zn+2].[Cl-].C(OCC)C>[Br:1][C:2]1[N:3]=[C:4]([NH:10][C:11]2[CH:12]=[N:13][C:14]([N:17]3[CH2:22][CH2:21][N:20]([CH:25]4[CH2:26][O:23][CH2:24]4)[CH2:19][CH2:18]3)=[CH:15][CH:16]=2)[C:5](=[O:9])[N:6]([CH3:8])[CH:7]=1 |f:2.3,5.6.7.8|. Procedure details: A mixture of 197d (0.75 g, 2.1 mmol), oxetan-3-one (0.24 mL, 4.2 mmol), NaBH3CN (0.32 g, 5.1 mmol), and zinc chloride/diethyl ether (5.1 mL, 5.1 mmol) in methanol (30 mL) was stirred at 50° C. for 5 hours. The solid was removed by filtration and the filtrate was concentrated under reduced pressure. The residue was purified by silica-gel column chromatography eluting with 10:1 dichloromethane/methanol to afford 197e (550 mg, 64%). MS-ESI: [M+H]+ 421. Reactants: solid, BrC1=CC(=CC=2C(=C3N(C12)CCNC3=O)C)C#N (6-bromo-10-methyl-1-oxo-1,2,3,4-tetrahydro-pyrazino[1,2-a]indole-8-carbonitrile), BrC1=CC(=CC=2C(=C3N(C12)CCNC3=O)C)C#N (6-bromo-10-methyl-1-oxo-1,2,3,4-tetrahydro-pyrazino[1,2-a]indole-8-carbonitrile), CS(=O)(=O)C1=CC=C(C=C1)B(O)O (4-methanesulfonyl-phenylboronic acid). Product: CC1=C2N(C=3C(=CC(=CC13)C#N)C1=CC=C(C=C1)S(=O)(=O)C)CCNC2=O (10-Methyl-6-(4-methylsulfonylphenyl)-1-oxo-3,4-dihydro-2H-pyrazino[1,2-a]indole-8-carbonitrile). Reaction SMILES: Br[C:2]1[C:10]2[N:9]3[CH2:11][CH2:12][NH:13][C:14](=[O:15])[C:8]3=[C:7]([CH3:16])[C:6]=2[CH:5]=[C:4]([C:17]#[N:18])[CH:3]=1.[CH3:19][S:20]([C:23]1[CH:28]=[CH:27][C:26](B(O)O)=[CH:25][CH:24]=1)(=[O:22])=[O:21]>>[CH3:16][C:7]1[C:6]2[CH:5]=[C:4]([C:17]#[N:18])[CH:3]=[C:2]([C:26]3[CH:27]=[CH:28][C:23]([S:20]([CH3:19])(=[O:22])=[O:21])=[CH:24][CH:25]=3)[C:10]=2[N:9]2[CH2:11][CH2:12][NH:13][C:14](=[O:15])[C:8]=12. Procedure details: The title compound, light grey solid (58 mg, 61%), MS (ISN) m/z=378.4 [(M−H)+], mp 332° C., was prepared in accordance with the general method of example 1 from 6-bromo-10-methyl-1-oxo-1,2,3,4-tetrahydro-pyrazino[1,2-a]indole-8-carbonitrile (intermediate 16) (76 mg, 0.25 mmol) and commercially available 4-methanesulfonyl-phenylboronic acid (65.0 mg, 0.325 mmol). The reactants are CCCNC(CO)CCC, CN1CCOCC1, ClCCl, O, O=S(Cl)Cl. As a reaction SMILES: [CH2:8]([CH2:9][CH3:10])[NH:11][CH:12]([CH2:13][CH2:14][CH3:15])[CH2:16][OH:17].[CH3:1][N:2]1[CH2:3][CH2:4][O:5][CH2:6][CH2:7]1.[Cl:23][CH2:24][Cl:25].[OH2:22].[S:18](=[O:19])([Cl:20])[Cl:21]>>[CH2:8]([CH2:9][CH3:10])[N:11]1[CH:12]([CH2:13][CH2:14][CH3:15])[CH2:16][O:17][S:18]1=[O:19]. Product: CCCC1COS(=O)N1CCC. Reactants: OC1(C[C@H](C2=C1N=CN=C2N2CCN(CC2)C(=O)OC(C)(C)C)C)C (tert-butyl 4-((5R)-7-hydroxy-5,7-dimethyl-6,7-dihydro-5H-cyclopenta[d]pyrimidin-4-yl)piperazine-1-carboxylate), Cl (HCl), O1CCOCC1 (dioxane), Cl (HCl), O1CCOCC1 (dioxane). The solvent is C(Cl)Cl (DCM). Conditions: time 4 hour. Yields the product Cl.Cl.C[C@@H]1CC(C=2N=CN=C(C21)N2CCNCC2)(O)C ((5R)-5,7-dimethyl-4-(piperazin-1-yl)-6,7-dihydro-5H-cyclopenta[d]pyrimidin-7-ol dihydrochloride). RXN SMILES: [OH:1][C:2]1([CH3:25])[C:6]2[N:7]=[CH:8][N:9]=[C:10]([N:11]3[CH2:16][CH2:15][N:14](C(OC(C)(C)C)=O)[CH2:13][CH2:12]3)[C:5]=2[C@H:4]([CH3:24])[CH2:3]1.[ClH:26].O1CCOCC1>C(Cl)Cl>[ClH:26].[ClH:26].[CH3:24][C@H:4]1[C:5]2[C:10]([N:11]3[CH2:12][CH2:13][NH:14][CH2:15][CH2:16]3)=[N:9][CH:8]=[N:7][C:6]=2[C:2]([CH3:25])([OH:1])[CH2:3]1 |f:4.5.6|. Procedure: A solution of tert-butyl 4-((5R)-7-hydroxy-5,7-dimethyl-6,7-dihydro-5H-cyclopenta[d]pyrimidin-4-yl)piperazine-1-carboxylate (28 mg, 0.080 mmol) in DCM (6 mL) was added to a 4.0M HCl solution in dioxane (1.4 mL, 5.63 mmol). The mixture was stirred at room temperature for 4 hours. A 4.0M HCl solution in dioxane (1.4 mL, 5.63 mmol) from a different bottle was added. The resulting mixture was stirred for 18 hours. The solvents were removed in vacuo to give (5R)-5,7-dimethyl-4-(piperazin-1-yl)-6,7-di...